This data is from the Open Reaction Database (ORD), a public repository of structured organic reaction records. The task is: describe an organic reaction: reactants, conditions, products, and yield RXN SMILES: [CH3:28][CH2:29][O:30][C:31](=[O:32])[CH3:33].[CH3:34][OH:35].[Cl:1][c:2]1[cH:3][c:4](-[c:8]2[cH:9][cH:10][c:11]([C:14]([CH2:15][CH2:16][C:17](=[O:18])[OH:19])=[O:20])[cH:12][cH:13]2)[cH:5][cH:6][cH:7]1.[NH2:21][CH:22]1[CH2:23][CH2:24][CH2:25][CH2:26][CH2:27]1>>[Cl:1][c:2]1[cH:3][c:4](-[c:8]2[cH:9][cH:10][c:11]([CH:14]([CH2:15][CH2:16][C:17](=[O:18])[OH:19])[OH:20])[cH:12][cH:13]2)[cH:5][cH:6][cH:7]1. Product: O=C(O)CCC(O)c1ccc(-c2cccc(Cl)c2)cc1. The reactants are CCOC(C)=O, CO, O=C(O)CCC(=O)c1ccc(-c2cccc(Cl)c2)cc1, NC1CCCCC1. Starting materials: CC(=O)CC(=O)c1ccccc1, COC(=O)C(N)Cc1ccc(O)cc1, CO. Yields the product COC(=O)C(Cc1ccc(O)cc1)NC(C)=CC(=O)c1ccccc1. As a reaction SMILES: [C:15]([c:16]1[cH:17][cH:18][cH:19][cH:20][cH:21]1)(=[O:22])[CH2:23][C:24](=[O:25])[CH3:26].[CH3:1][O:2][C:3]([CH:4]([NH2:5])[CH2:6][c:7]1[cH:8][cH:9][c:10]([OH:13])[cH:11][cH:12]1)=[O:14].[CH3:27][OH:28]>>[CH3:1][O:2][C:3]([CH:4]([NH:5][C:24](=[CH:23][C:15]([c:16]1[cH:17][cH:18][cH:19][cH:20][cH:21]1)=[O:22])[CH3:26])[CH2:6][c:7]1[cH:8][cH:9][c:10]([OH:13])[cH:11][cH:12]1)=[O:14].